The task is: describe an organic reaction: reactants, conditions, products, and yield. This data is from the Open Reaction Database (ORD), a public repository of structured organic reaction records. The reactants are CNCc1cc2ccccc2o1, CNCc1c(C)[nH]c2ccccc12, Cl, O=C(O)C=Cc1cnc2c(c1)CCC(=O)N2. The product is CN(Cc1cc2ccccc2o1)C(=O)C=Cc1cnc2c(c1)CCC(=O)N2. Reaction SMILES: [CH3:18][NH:19][CH2:20][c:21]1[o:22][c:23]2[c:24]([cH:25]1)[cH:26][cH:27][cH:28][cH:29]2.[CH3:30][c:31]1[nH:32][c:33]2[c:34]([c:35]1[CH2:36][NH:37][CH3:38])[cH:39][cH:40][cH:41][cH:42]2.[ClH:1].[O:2]=[C:3]1[CH2:4][CH2:5][c:6]2[cH:7][c:8]([CH:13]=[CH:14][C:15](=[O:16])[OH:17])[cH:9][n:10][c:11]2[NH:12]1>>[O:2]=[C:3]1[CH2:4][CH2:5][c:6]2[cH:7][c:8]([CH:13]=[CH:14][C:15](=[O:17])[N:19]([CH3:18])[CH2:20][c:21]3[o:22][c:23]4[c:24]([cH:25]3)[cH:26][cH:27][cH:28][cH:29]4)[cH:9][n:10][c:11]2[NH:12]1.